Dataset: the Open Reaction Database (ORD), a public repository of structured organic reaction records. Task: describe an organic reaction: reactants, conditions, products, and yield The reactants are Clc1c2c(nc3ccnn13)CCCCC2, O=P(Cl)(Cl)Cl, Oc1c2c(nc3ccnn13)COC2. Product: Clc1c2c(nc3ccnn13)COC2. RXN SMILES: [Cl:1][c:2]1[n:3]2[n:4][cH:5][cH:6][c:7]2[n:8][c:9]2[c:10]1[CH2:11][CH2:14][CH2:13][CH2:12][CH2:15]2.[P:29]([Cl:30])([Cl:31])([Cl:32])=[O:33].[n:16]1[n:17]2[c:18]([n:19][c:20]3[c:21]([c:22]2[OH:24])[CH2:25][O:23][CH2:26]3)[cH:27][cH:28]1>>[Cl:1][c:2]1[n:3]2[n:4][cH:5][cH:6][c:7]2[n:8][c:9]2[c:10]1[CH2:11][O:23][CH2:15]2. Starting materials: S(=O)(=O)([O-])S(=O)[O-].[Na+].[Na+] (sodium metabisulfite), resultant mixture, Cl (hydrochloric acid), resultant mixture, C([O-])([O-])=O.[K+].[K+] (potassium carbonate), resultant mixture, Cl.Cl.CC1=C(C(=CC(=C1)C)N)N (3,5-dimethyl-1,2-benzenediamine-2HCl), CC1=NC(=NC=C1C=O)NCCCC1CCN(CC1)C (4-methyl-2-((3-(1-methylpiperidin-4-yl)propyl)amino)pyrimidine-5-carbaldehyde). Procedure details: In a 100 L glass-lined reactor, sodium metabisulfite (Na2S2O5) (1.96 kg, 9.79 mol) was dissolved in purified water (54.63 kg), followed by the addition of 3,5-dimethyl-1,2-benzenediamine-2HCl (2.07 kg, 9.86 mol) and the resultant mixture stirred at about 20-25° C. to effect solution. Next, concentrated hydrochloric acid (1.65 kg, 16.79 mol) was added, followed by addition of 4-methyl-2-((3-(1-methylpiperidin-4-yl)propyl)amino)pyrimidine-5-carbaldehyde, prepared as in STEP B above (2.74 kg, 9.79 ... Solvent: O (water), O (water). Run at temperature 22.5 celsius, time 1 hour. RXN SMILES: S(S([O-])=O)([O-])(=O)=O.[Na+].[Na+].Cl.Cl.[CH3:12][C:13]1[CH:18]=[C:17]([CH3:19])[CH:16]=[C:15]([NH2:20])[C:14]=1[NH2:21].Cl.[CH3:23][C:24]1[C:29]([CH:30]=O)=[CH:28][N:27]=[C:26]([NH:32][CH2:33][CH2:34][CH2:35][CH:36]2[CH2:41][CH2:40][N:39]([CH3:42])[CH2:38][CH2:37]2)[N:25]=1.C(=O)([O-])[O-].[K+].[K+]>O>[CH3:12][C:13]1[C:14]2[N:21]=[C:30]([C:29]3[C:24]([CH3:23])=[N:25][C:26]([NH:32][CH2:33][CH2:34][CH2:35][CH:36]4[CH2:37][CH2:38][N:39]([CH3:42])[CH2:40][CH2:41]4)=[N:27][CH:28]=3)[NH:20][C:15]=2[CH:16]=[C:17]([CH3:19])[CH:18]=1 |f:0.1.2,3.4.5,8.9.10|. The product is CC1=CC(=CC=2NC(=NC21)C=2C(=NC(=NC2)NCCCC2CCN(CC2)C)C)C ([5-(4,6-dimethyl-1H-benzoimidazol-2-yl)-4-methyl-pyrimidin-2-yl]-[3-(1-methyl-piperidin-4-yl)-propyl]-amine), compound 2. Starting materials: P(=O)(O)(O)OC[C@@H]1[C@H]([C@H]([C@@H](O1)N1C(=NC=2C(N)=NC=NC12)Br)O)O (8-bromoadenosine-5'-monophosphate), C(CN)N (ethylenediamine), C([O-])(O)=O (bicarbonate), [OH-].[Na+] (sodium hydroxide). The solvent is O (water). The product is P(=O)(O)(O)OC[C@@H]1[C@H]([C@H]([C@@H](O1)N1C(=NC=2C(N)=NC=NC12)NCCN)O)O (8-(2-aminoethyl)aminoadenosine-5'-monophosphate). As a reaction SMILES: [P:1]([O:5][CH2:6][C@H:7]1[O:11][C@@H:10]([N:12]2[C:21]3[N:20]=[CH:19][N:18]=[C:16]([NH2:17])[C:15]=3[N:14]=[C:13]2Br)[C@H:9]([OH:23])[C@@H:8]1[OH:24])([OH:4])([OH:3])=[O:2].[CH2:25]([NH2:28])[CH2:26][NH2:27].[OH-].[Na+].C(=O)(O)[O-]>O>[P:1]([O:5][CH2:6][C@H:7]1[O:11][C@@H:10]([N:12]2[C:21]3[N:20]=[CH:19][N:18]=[C:16]([NH2:17])[C:15]=3[N:14]=[C:13]2[NH:27][CH2:26][CH2:25][NH2:28])[C@H:9]([OH:23])[C@@H:8]1[OH:24])([OH:4])([OH:3])=[O:2] |f:2.3|. Reported procedure: A reaction mixture consisting of 2.2 mmol 8-bromoadenosine-5'-monophosphate, prepared according to the method described in Arch. Biochem. Biophys. 163: 561-9(1974), 66 mmol ethylenediamine and 25 ml water was heated in an oil bath at 140° for 2 hr. The cooled mixture was adjusted to pH 11.5 with sodium hydroxide and passed into a 2.5×55 cm column of Dowex 1×8 (200-400 mesh, bicarbonate form). The column was washed with 300 ml water and then with a linear gradient generated with 3 liters water an... Reactants: C(C)(C)(C)OC(=O)N1CCC(CC1)=O (4-oxo-piperidine-1-carboxylic acid tert-butyl ester), N1C(CCC1)CO (1-pyrrolidin-2-yl-methanol), C(C)(=O)O (acetic acid), C(C)(=O)O[BH-](OC(C)=O)OC(C)=O.[Na+] (sodium triacetoxyborohydride), C(Cl)Cl (CH2Cl2), residue. The solvent is Cl (hydrochloric acid), O1CCOCC1 (dioxane). Run at time 1 hour. Yields the product Cl.Cl.N1CCC(CC1)N1[C@@H](CCC1)CO (((S)-1-Piperidin-4-yl-pyrrolidin-2-yl)-methanol di-hydrochloride). As a reaction SMILES: C(OC([N:8]1[CH2:13][CH2:12][C:11](=O)[CH2:10][CH2:9]1)=O)(C)(C)C.[NH:15]1[CH2:19][CH2:18][CH2:17][CH:16]1[CH2:20][OH:21].C(O)(=O)C.C(O[BH-](OC(=O)C)OC(=O)C)(=O)C.[Na+].C(Cl)[Cl:41]>Cl.O1CCOCC1>[ClH:41].[ClH:41].[NH:8]1[CH2:9][CH2:10][CH:11]([N:15]2[CH2:19][CH2:18][CH2:17][C@H:16]2[CH2:20][OH:21])[CH2:12][CH2:13]1 |f:3.4,8.9.10|. Procedure: To a solution of 4-oxo-piperidine-1-carboxylic acid tert-butyl ester (1.0 g, 5 mmol), S)-1-pyrrolidin-2-yl-methanol (0.6 g, 6 mmol), acetic acid (0.3 ml, 6 mmol) in CH2Cl2 (10 ml) was added sodium triacetoxyborohydride (1.2 g, 6 mmol). The reaction was stirred for 1 h after which time it was washed with saturated sodium hydrogen carbonate, dried with sodium sulphate and concentrated. The residue (1.1 g, 4 mmol) was redissolved in 4M hydrochloric acid in dioxane (6 ml) and stirred for 1 h. Concen... Starting materials: CCS(=O)(=O)O, Nc1cc2ccccc2c(C2CNCCO2)n1. The product is CCS(=O)(=O)O, Nc1cc2ccccc2c(C2CNCCO2)n1. As a reaction SMILES: [CH3:18][CH2:19][S:20]([OH:21])(=[O:22])=[O:23].[O:1]1[CH:2]([c:7]2[n:8][c:9]([NH2:17])[cH:10][c:11]3[cH:12][cH:13][cH:14][cH:15][c:16]23)[CH2:3][NH:4][CH2:5][CH2:6]1>>[CH3:18][CH2:19][S:20](=[O:21])(=[O:22])[OH:23].[O:1]1[CH:2]([c:7]2[n:8][c:9]([NH2:17])[cH:10][c:11]3[cH:12][cH:13][cH:14][cH:15][c:16]23)[CH2:3][NH:4][CH2:5][CH2:6]1. Starting materials: C(C)OC(=O)C1C(C1)C1=C(C(=C(C=C1)OC)C)C (2-(4-methoxy-2,3-dimethyl-phenyl)-cyclopropanecarboxylic acid ethyl ester), CCO (EtOH), C([O-])(O)=O.[Na+] (sodium bicarbonate), B(Br)(Br)Br (BBr3). Solvent: C(Cl)Cl (DCM). Reaction conditions: time 2 hour. Yields the product C(C)OC(=O)C1C(C1)C1=C(C(=C(C=C1)O)C)C (2-(4-hydroxy-2,3-dimethyl-phenyl)-cyclopropanecarboxylic acid ethyl ester). Yield: 79.4%. Reaction SMILES: [CH2:1]([O:3][C:4]([CH:6]1[CH2:8][CH:7]1[C:9]1[CH:14]=[CH:13][C:12]([O:15]C)=[C:11]([CH3:17])[C:10]=1[CH3:18])=[O:5])[CH3:2].B(Br)(Br)Br.CCO.C(=O)(O)[O-].[Na+]>C(Cl)Cl>[CH2:1]([O:3][C:4]([CH:6]1[CH2:8][CH:7]1[C:9]1[CH:14]=[CH:13][C:12]([OH:15])=[C:11]([CH3:17])[C:10]=1[CH3:18])=[O:5])[CH3:2] |f:3.4|. Procedure details: 2-(4-Methoxy-2,3-dimethyl-phenyl)-cyclopropane carboxylic acid ethyl ester (0.32 g, 1.29 mmol) obtained in Step B was dissolved in DCM (5 mL), and the reactant was cooled to 0˜5° C. BBr3 solution (3.90 mL, 3.87 mmol, 1M/DCM) was added dropwise thereto, and the mixture was stirred at 0˜5° C. for 2 hours. After the termination of the reaction, EtOH and saturated sodium bicarbonate solution were added thereto in turn, and the mixture was stirred. The separated organic layer was concentrated under r...